Dataset: the Open Reaction Database (ORD), a public repository of structured organic reaction records. Task: describe an organic reaction: reactants, conditions, products, and yield Starting materials: ClC1=C(OC=2C=CC(=C(C(=O)O)C2)[N+](=O)[O-])C(=CC(=C1)C(F)(F)F)F (5-(2-Chloro-6-fluoro-4-trifluoromethylphenoxy)-2-nitrobenzoic acid), S(=O)(Cl)Cl (thionyl chloride). Yields the product ClC1=C(OC=2C=CC(=C(C(=O)Cl)C2)[N+](=O)[O-])C(=CC(=C1)C(F)(F)F)F (5-(2-chloro-6-fluoro-4-trifluoromethylphenoxy)-2-nitrobenzoyl chloride). RXN SMILES: [Cl:1][C:2]1[CH:20]=[C:19]([C:21]([F:24])([F:23])[F:22])[CH:18]=[C:17]([F:25])[C:3]=1[O:4][C:5]1[CH:6]=[CH:7][C:8]([N+:14]([O-:16])=[O:15])=[C:9]([CH:13]=1)[C:10](O)=[O:11].S(Cl)([Cl:28])=O>>[Cl:1][C:2]1[CH:20]=[C:19]([C:21]([F:24])([F:23])[F:22])[CH:18]=[C:17]([F:25])[C:3]=1[O:4][C:5]1[CH:6]=[CH:7][C:8]([N+:14]([O-:16])=[O:15])=[C:9]([CH:13]=1)[C:10]([Cl:28])=[O:11]. Procedure: 5-(2-Chloro-6-fluoro-4-trifluoromethylphenoxy)-2-nitrobenzoic acid (2.5 g) was heated under reflux for 5 hours with thionyl chloride (40 ml). The solution was evaporated under reduced pressure and the yellow oil remaining was taken up in toluene (100 ml). The solution was divided into four portions. Each portion was separately evaporated to give 5-(2-chloro-6-fluoro-4-trifluoromethylphenoxy)-2-nitrobenzoyl chloride as an oil. Three portions were used to prepare esters as follows: